From a dataset of the Open Reaction Database (ORD), a public repository of structured organic reaction records. describe an organic reaction: reactants, conditions, products, and yield The reactants are [Na] (sodium), C1(=CCCCC1)C1=CC=C(C=C1)O (p-(1-cyclohexenyl)-phenol), C(C)OC(C(CCCCCCC)Br)=O (α-bromo-nonanoic acid ethyl ester). Run in C(C)O (ethanol), C(C)O (ethanol), C(C)O (ethanol). The product is C(C)OC(C(CCCCCCC)OC1=CC=C(C=C1)C1CCCCC1)=O (α-[p-(1-cyclohexyl)-phenoxy]-nonanoic acid ethyl ester). As a reaction SMILES: [Na].[C:2]1([C:8]2[CH:13]=[CH:12][C:11]([OH:14])=[CH:10][CH:9]=2)[CH2:7][CH2:6][CH2:5][CH2:4][CH:3]=1.[CH2:15]([O:17][C:18](=[O:28])[CH:19](Br)[CH2:20][CH2:21][CH2:22][CH2:23][CH2:24][CH2:25][CH3:26])[CH3:16]>C(O)C>[CH2:15]([O:17][C:18](=[O:28])[CH:19]([O:14][C:11]1[CH:10]=[CH:9][C:8]([CH:2]2[CH2:7][CH2:6][CH2:5][CH2:4][CH2:3]2)=[CH:13][CH:12]=1)[CH2:20][CH2:21][CH2:22][CH2:23][CH2:24][CH2:25][CH3:26])[CH3:16] |^1:0|. Reported procedure: To a solution of 2.4 g of sodium in 100 ml of absolute ethanol are added initially 15 g of p-(1-cyclohexenyl)-phenol in a small amount of absolute ethanol at room temperature under anhydrous conditions and with stirring. 34 Grams of α-bromo-nonanoic acid ethyl ester are then added dropwise and the reaction mixture is stirred for 24 hours at 50° C. The ethanol is subsequently stripped off in vacuo and the residue is partitioned between water and ice-cold N sodium hydroxide solution. The organic p... The reactants are CC1=C(C=CC(=C1)C(C[N+](=O)[O-])C[N+](=O)[O-])[N+](=O)[O-] (2-methyl-1-nitro-4-(2-nitro-1-nitromethyl-ethyl)-benzene). The reagents and catalysts are [Pt] (platinum on carbon), [Pd] (palladium on carbon), [Ni] (Ni). The solvent is CO (MeOH). Run at temperature 57.5 celsius. Yields the product NC1=C(C=C(C=C1)C(CN)CN)C (2-(4-Amino-3-methyl-phenyl)-propane-1,3-diamine). Yield: 95.6%. Reaction SMILES: [CH3:1][C:2]1[CH:7]=[C:6]([CH:8]([CH2:13][N+:14]([O-])=O)[CH2:9][N+:10]([O-])=O)[CH:5]=[CH:4][C:3]=1[N+:17]([O-])=O>[Pt].[Pd].[Ni].CO>[NH2:17][C:3]1[CH:4]=[CH:5][C:6]([CH:8]([CH2:13][NH2:14])[CH2:9][NH2:10])=[CH:7][C:2]=1[CH3:1]. Procedure: A heavy-walled flask under N2 was charged with 10 wt % platinum on carbon (3.8 g), 10 wt % palladium on carbon (50% wet, 11.3 g), Raney Ni (wet, 11.3 g), 2-methyl-1-nitro-4-(2-nitro-1-nitromethyl-ethyl)-benzene (37.7 g, 0.14 mol), and MeOH (754 mL). After attaching the flask to the hydrogenation apparatus, it was subjected to three vacuum degas-nitrogen purge cycles, followed by three nitrogen outgas-hydrogen purge cycles. The resulting suspension was stirred under 60 psi of H2 at 55-60° C. for ... Reactants: COC(C1=CC(=CC=C1)COC1=CC=C(C=C1)I)=O (3-(4-iodo-phenoxymethyl)-benzoic acid methyl ester), COC(C1=CC(=CC=C1)COC1=CC=C(C=C1)I)=O (3-(4-iodo-phenoxymethyl)-benzoic acid methyl ester), FC(OC1=CC=C(C=C1)B(O)O)(F)F (4-(trifluoromethoxy)benzeneboronic acid). The product is FC(OC1=CC=C(C=C1)C1=CC=C(C=C1)OCC=1C=C(C(=O)O)C=CC1)(F)F (3-(4′-Trifluoromethoxy-biphenyl-4-yloxymethyl)-benzoic acid). RXN SMILES: C[O:2][C:3](=[O:19])[C:4]1[CH:9]=[CH:8][CH:7]=[C:6]([CH2:10][O:11][C:12]2[CH:17]=[CH:16][C:15](I)=[CH:14][CH:13]=2)[CH:5]=1.[F:20][C:21]([F:33])([F:32])[O:22][C:23]1[CH:28]=[CH:27][C:26](B(O)O)=[CH:25][CH:24]=1>>[F:20][C:21]([F:32])([F:33])[O:22][C:23]1[CH:28]=[CH:27][C:26]([C:15]2[CH:16]=[CH:17][C:12]([O:11][CH2:10][C:6]3[CH:5]=[C:4]([CH:9]=[CH:8][CH:7]=3)[C:3]([OH:2])=[O:19])=[CH:13][CH:14]=2)=[CH:25][CH:24]=1. Reported procedure: 3-(4′-Trifluoromethoxy-biphenyl-4-yloxymethyl)-benzoic acid was prepared using general procedure 1 from 3-(4-iodo-phenoxymethyl)-benzoic acid methyl ester (of Intermediate 1) and 4-(trifluoromethoxy)benzeneboronic acid (ASDI Incorporated, Newark, Del.). Mass spectrum MH+=389. The reactants are N1(C=NC=C1)C[C@H](C1=CC=CC=C1)OC1=C(C=2CCCC(C2C=C1)=O)CSC1=C(C(=O)O)C=CC=C1 (2-{[(2-{[(1S)-2-(1H-imidazol-1-yl)-1-phenylethyl]oxy}-5-oxo-5,6,7,8-tetrahydro-1-naphthalenyl)methyl]sulfanyl}benzoic acid), NC[C@@H](C)O ((R)-1-amino-2-propanol). Yields the product O[C@@H](CNC(C1=C(C=CC=C1)SCC1=C(C=CC=2C(CCCC12)=O)O[C@H](CN1C=NC=C1)C1=CC=CC=C1)=O)C (N-[(2R)-2-Hydroxypropyl]-2-{[(2-{[(1S)-2-(1H-imidazol-1-yl)-1-phenylethyl]oxy}-5-oxo-5,6,7,8-tetrahydro-1-naphthalenyl)methyl]sulfanyl}benzamide). Isolated yield 57.6%. As a reaction SMILES: [N:1]1([CH2:6][C@@H:7]([O:14][C:15]2[CH:24]=[CH:23][C:22]3[C:21](=[O:25])[CH2:20][CH2:19][CH2:18][C:17]=3[C:16]=2[CH2:26][S:27][C:28]2[CH:36]=[CH:35][CH:34]=[CH:33][C:29]=2[C:30]([OH:32])=O)[C:8]2[CH:13]=[CH:12][CH:11]=[CH:10][CH:9]=2)[CH:5]=[CH:4][N:3]=[CH:2]1.[NH2:37][CH2:38][C@H:39]([OH:41])[CH3:40]>>[OH:41][C@H:39]([CH3:40])[CH2:38][NH:37][C:30](=[O:32])[C:29]1[CH:33]=[CH:34][CH:35]=[CH:36][C:28]=1[S:27][CH2:26][C:16]1[C:17]2[CH2:18][CH2:19][CH2:20][C:21](=[O:25])[C:22]=2[CH:23]=[CH:24][C:15]=1[O:14][C@@H:7]([C:8]1[CH:13]=[CH:12][CH:11]=[CH:10][CH:9]=1)[CH2:6][N:1]1[CH:5]=[CH:4][N:3]=[CH:2]1. Reported procedure: Using the method in Example 172, 2-{[(2-{[(1S)-2-(1H-imidazol-1-yl)-1-phenylethyl]oxy}-5-oxo-5,6,7,8-tetrahydro-1-naphthalenyl)methyl]sulfanyl}benzoic acid (50 mg, 0.10 mmol, 0.20M in DMF) and (R)-1-amino-2-propanol (23 mg, 0.30 mmol, 0.6M in DMF) were combined to give 32 mg of the desired compound: Low resolution mass spectrum (LC-MS, APCI) m/z 556 [M+H]+.